This data is from the Open Reaction Database (ORD), a public repository of structured organic reaction records. The task is: describe an organic reaction: reactants, conditions, products, and yield Starting materials: ClC=1C=C(C=CC1)C=1N=C(SC1C(=O)N)N1C=NC2=C1C=C(C=C2)OCC2OC2 (4-(3-chloro-phenyl)-2-(6-oxiranylmethoxy-benzoimidazol-1-yl)-thiazole-5-carboxylic acid amide), C([O-])([O-])=O.[K+].[K+] (potassium carbonate), CN1CCNCC1 (1-methyl-piperazine). Run in CN(C=O)C (dimethylformamide). The product is ClC=1C=C(C=CC1)C=1N=C(SC1C(=O)N)N1C=NC2=C1C=C(C=C2)OCC(CN2CCN(CC2)C)O (4-(3-chloro-phenyl)-2-{6-[2-hydroxy-3-(4-methyl-piperazin-1-yl)-propoxy]-benzoimidazol-1-yl}-thiazole-5-carboxylic acid amide). The yield is 56.9%. Reaction SMILES: [Cl:1][C:2]1[CH:3]=[C:4]([C:8]2[N:9]=[C:10]([N:16]3[C:20]4[CH:21]=[C:22]([O:25][CH2:26][CH:27]5[CH2:29][O:28]5)[CH:23]=[CH:24][C:19]=4[N:18]=[CH:17]3)[S:11][C:12]=2[C:13]([NH2:15])=[O:14])[CH:5]=[CH:6][CH:7]=1.C(=O)([O-])[O-].[K+].[K+].[CH3:36][N:37]1[CH2:42][CH2:41][NH:40][CH2:39][CH2:38]1>CN(C)C=O>[Cl:1][C:2]1[CH:3]=[C:4]([C:8]2[N:9]=[C:10]([N:16]3[C:20]4[CH:21]=[C:22]([O:25][CH2:26][CH:27]([OH:28])[CH2:29][N:40]5[CH2:41][CH2:42][N:37]([CH3:36])[CH2:38][CH2:39]5)[CH:23]=[CH:24][C:19]=4[N:18]=[CH:17]3)[S:11][C:12]=2[C:13]([NH2:15])=[O:14])[CH:5]=[CH:6][CH:7]=1 |f:1.2.3|. Procedure details: A mixture of 0.021 g (0.05 mmole) of 4-(3-chloro-phenyl)-2-(6-oxiranylmethoxy-benzoimidazol-1-yl)-thiazole-5-carboxylic acid amide (I.39a), 0.5 mL of dimethylformamide, 0.035 g (0.25 mmole) of potassium carbonate and 0.017 mL (0.15 mmole) of 1-methyl-piperazine was heated at 100 degrees for 5 hours. The mixture was cooled, the solid was removed by filtration and the filtrate purified by reverse phase silica gel chromatography, eluting with acetonitrile-water (gradient 20:80-100:0) to give 0.015 ... The reactants are CCCCc1nn(CSc2ccccc2)c(=O)n1Cc1ccc(-c2ccccc2-c2nnnn2C(c2ccccc2)(c2ccccc2)c2ccccc2)cc1, CC(=O)O. Yields the product CCCCc1nn(CSc2ccccc2)c(=O)n1Cc1ccc(-c2ccccc2-c2nnn[nH]2)cc1. As a reaction SMILES: [CH2:1]([CH2:2][CH2:3][CH3:4])[c:5]1[n:6]([CH2:19][c:20]2[cH:21][cH:22][c:23](-[c:26]3[c:27](-[c:32]4[n:33][n:34][n:35][n:36]4[C:37]([c:38]4[cH:39][cH:40][cH:41][cH:42][cH:43]4)([c:44]4[cH:45][cH:46][cH:47][cH:48][cH:49]4)[c:50]4[cH:51][cH:52][cH:53][cH:54][cH:55]4)[cH:28][cH:29][cH:30][cH:31]3)[cH:24][cH:25]2)[c:7](=[O:18])[n:8]([CH2:10][S:11][c:12]2[cH:13][cH:14][cH:15][cH:16][cH:17]2)[n:9]1.[CH3:56][C:57](=[O:58])[OH:59]>>[CH2:1]([CH2:2][CH2:3][CH3:4])[c:5]1[n:6]([CH2:19][c:20]2[cH:21][cH:22][c:23](-[c:26]3[c:27](-[c:32]4[n:33][n:34][n:35][nH:36]4)[cH:28][cH:29][cH:30][cH:31]3)[cH:24][cH:25]2)[c:7](=[O:18])[n:8]([CH2:10][S:11][c:12]2[cH:13][cH:14][cH:15][cH:16][cH:17]2)[n:9]1. The reactants are CCOC(=O)c1nn(-c2ccc(OC)cc2)c2c1CCN(c1ccc(I)cc1)C2=O, Cc1ccccc1, CCO, O=Cc1ccccc1B(O)O, [K+], [K+], O=C([O-])[O-], O, c1ccc(P(c2ccccc2)(c2ccccc2)[Pd](P(c2ccccc2)(c2ccccc2)c2ccccc2)(P(c2ccccc2)(c2ccccc2)c2ccccc2)P(c2ccccc2)(c2ccccc2)c2ccccc2)cc1. Product: CCOC(=O)c1nn(-c2ccc(OC)cc2)c2c1CCN(c1ccc(-c3ccccc3C=O)cc1)C2=O. RXN SMILES: [CH2:1]([CH3:2])[O:3][C:4](=[O:5])[c:6]1[n:7][n:8](-[c:23]2[cH:24][cH:25][c:26]([O:29][CH3:30])[cH:27][cH:28]2)[c:9]2[c:14]1[CH2:13][CH2:12][N:11]([c:15]1[cH:16][cH:17][c:18]([I:21])[cH:19][cH:20]1)[C:10]2=[O:22].[CH3:48][c:49]1[cH:50][cH:51][cH:52][cH:53][cH:54]1.[CH3:55][CH2:56][OH:57].[CH:31](=[O:32])[c:33]1[c:34]([B:39]([OH:40])[OH:41])[cH:35][cH:36][cH:37][cH:38]1.[K+:42].[K+:43].[O-:44][C:45]([O-:46])=[O:47].[OH2:58].[cH:59]1[cH:60][cH:61][c:62]([P:63]([Pd:64]([P:65]([c:66]2[cH:67][cH:68][cH:69][cH:70][cH:71]2)([c:72]2[cH:73][cH:74][cH:75][cH:76][cH:77]2)[c:78]2[cH:79][cH:80][cH:81][cH:82][cH:83]2)([P:84]([c:85]2[cH:86][cH:87][cH:88][cH:89][cH:90]2)([c:91]2[cH:92][cH:93][cH:94][cH:95][cH:96]2)[c:97]2[cH:98][cH:99][cH:100][cH:101][cH:102]2)[P:103]([c:104]2[cH:105][cH:106][cH:107][cH:108][cH:109]2)([c:110]2[cH:111][cH:112][cH:113][cH:114][cH:115]2)[c:116]2[cH:117][cH:118][cH:119][cH:120][cH:121]2)([c:122]2[cH:123][cH:124][cH:125][cH:126][cH:127]2)[c:128]2[cH:129][cH:130][cH:131][cH:132][cH:133]2)[cH:134][cH:135]1>>[CH2:1]([CH3:2])[O:3][C:4](=[O:5])[c:6]1[n:7][n:8](-[c:23]2[cH:24][cH:25][c:26]([O:29][CH3:30])[cH:27][cH:28]2)[c:9]2[c:14]1[CH2:13][CH2:12][N:11]([c:15]1[cH:16][cH:17][c:18](-[c:34]3[c:33]([CH:31]=[O:32])[cH:38][cH:37][cH:36][cH:35]3)[cH:19][cH:20]1)[C:10]2=[O:22]. Reactants: CC1(C)CCCNc2cc([N+](=O)[O-])ccc21, CN(C)c1ccncc1, O=C(Cl)CCl, ClCCCl, c1ccncc1. Product: CC1(C)CCCN(C(=O)CCl)c2cc([N+](=O)[O-])ccc21. Reaction SMILES: [CH3:1][C:2]1([CH3:16])[c:3]2[c:4]([cH:9][c:10]([N+:13](=[O:14])[O-:15])[cH:11][cH:12]2)[NH:5][CH2:6][CH2:7][CH2:8]1.[CH3:28][N:29]([CH3:30])[c:31]1[cH:32][cH:33][n:34][cH:35][cH:36]1.[Cl:23][CH2:24][C:25](=[O:26])[Cl:27].[Cl:37][CH2:38][CH2:39][Cl:40].[cH:17]1[cH:18][cH:19][n:20][cH:21][cH:22]1>>[CH3:1][C:2]1([CH3:16])[c:3]2[c:4]([cH:9][c:10]([N+:13](=[O:14])[O-:15])[cH:11][cH:12]2)[N:5]([C:25]([CH2:24][Cl:23])=[O:26])[CH2:6][CH2:7][CH2:8]1.